This data is from the Open Reaction Database (ORD), a public repository of structured organic reaction records. The task is: describe an organic reaction: reactants, conditions, products, and yield The reactants are CN1CCc2c(F)ccc(F)c2C1, [Na+], [OH-], O, O=[N+]([O-])O, O=S(=O)(O)O. Product: CN1CCc2c(F)cc([N+](=O)[O-])c(F)c2C1. As a reaction SMILES: [CH3:1][N:2]1[CH2:3][c:4]2[c:5]([F:13])[cH:6][cH:7][c:8]([F:12])[c:9]2[CH2:10][CH2:11]1.[Na+:24].[OH-:23].[OH2:25].[OH:19][N+:20]([O-:21])=[O:22].[S:14](=[O:15])(=[O:16])([OH:17])[OH:18]>>[CH3:1][N:2]1[CH2:3][c:4]2[c:5]([F:13])[c:6]([N+:20](=[O:19])[O-:21])[cH:7][c:8]([F:12])[c:9]2[CH2:10][CH2:11]1.